This data is from the Open Reaction Database (ORD), a public repository of structured organic reaction records. The task is: describe an organic reaction: reactants, conditions, products, and yield Reactants: CC(C)(C)OC(=O)NCC1CCC(CN=[N+]=[N-])CC1, CCOC(C)=O, [H][H], O=[Pt]. As a reaction SMILES: [C:1]([CH3:2])([CH3:3])([CH3:4])[O:5][C:6]([NH:7][CH2:8][CH:9]1[CH2:10][CH2:11][CH:12]([CH2:15][N:16]=[N+:17]=[N-:18])[CH2:13][CH2:14]1)=[O:19].[CH3:22][CH2:23][O:24][C:25](=[O:26])[CH3:27].[H:20][H:21].[Pt:28]=[O:29]>>[C:1]([CH3:2])([CH3:3])([CH3:4])[O:5][C:6]([NH:7][CH2:8][CH:9]1[CH2:10][CH2:11][CH:12]([CH2:15][NH2:16])[CH2:13][CH2:14]1)=[O:19]. Yields the product CC(C)(C)OC(=O)NCC1CCC(CN)CC1.